Dataset: the Open Reaction Database (ORD), a public repository of structured organic reaction records. Task: describe an organic reaction: reactants, conditions, products, and yield Reactants: C(C)SCC=1NC(=C(C(C1C(=O)OCC)C1=CC(=CC=C1)Cl)C(=O)OC)C ((+)2-ethylthiomethyl-3-carboethoxy-5-carbomethoxy-4-(3-chlorophenyl)-6-methyl-1,4-dihydropyridine), NaH2PO4, Na Hg amalgam. Run in CO (MeOH). Product: CC=1NC(=C(C(C1C(=O)OCC)C1=CC(=CC=C1)Cl)C(=O)OC)C ((+)-2,6-dimethyl-4-(3-chlorophenyl)-3-carboethoxy-5-carbomethoxy-1,4-dihydropyridine). Reaction SMILES: C(S[CH2:4][C:5]1[NH:6][C:7]([CH3:27])=[C:8]([C:23]([O:25][CH3:26])=[O:24])[CH:9]([C:16]2[CH:21]=[CH:20][CH:19]=[C:18]([Cl:22])[CH:17]=2)[C:10]=1[C:11]([O:13][CH2:14][CH3:15])=[O:12])C>CO>[CH3:4][C:5]1[NH:6][C:7]([CH3:27])=[C:8]([C:23]([O:25][CH3:26])=[O:24])[CH:9]([C:16]2[CH:21]=[CH:20][CH:19]=[C:18]([Cl:22])[CH:17]=2)[C:10]=1[C:11]([O:13][CH2:14][CH3:15])=[O:12]. Procedure details: Under nitrogen atmosphere and stirring, a MeOH solution (15 ml) of g 0.85 of (+)2-ethylthiomethyl-3-carboethoxy-5-carbomethoxy-4-(3-chlorophenyl)-6-methyl-1,4-dihydropyridine, cooled at 30° C. is treated with NaH2PO4 (g 1.45) and with Na/Hg amalgam (2.64 g) (10% in Na). After 15 minutes the solution is filtered and evaporated to a small volume under vacuum. The residue is partitioned between water (ml 20) and AcOEt (3×30 ml), the organic phases are collected to give after the usual work-up 0.56 ... Reaction SMILES: [CH3:23][NH:24][CH2:25][CH:26]1[O:27][CH2:28][CH2:29][CH2:30][CH2:31]1.[CH3:32][C:33]#[N:34].[CH3:37][CH2:38][O:39][C:40]([CH3:41])=[O:42].[Cl:1][c:2]1[cH:3][c:4]([CH3:22])[c:5]([C:11](=[O:12])[NH:13][CH2:14][c:15]2[cH:16][c:17]([F:21])[cH:18][cH:19][cH:20]2)[c:6]([S:8][CH2:9][CH3:10])[n:7]1.[Na+:36].[OH-:35]>>[c:2]1([N:24]([CH3:23])[CH2:25][CH:26]2[O:27][CH2:28][CH2:29][CH2:30][CH2:31]2)[cH:3][c:4]([CH3:22])[c:5]([C:11](=[O:12])[NH:13][CH2:14][c:15]2[cH:16][c:17]([F:21])[cH:18][cH:19][cH:20]2)[c:6]([S:8][CH2:9][CH3:10])[n:7]1. The reactants are CNCC1CCCCO1, CC#N, CCOC(C)=O, CCSc1nc(Cl)cc(C)c1C(=O)NCc1cccc(F)c1, [Na+], [OH-]. The product is CCSc1nc(N(C)CC2CCCCO2)cc(C)c1C(=O)NCc1cccc(F)c1. Starting materials: C(=O)(O)[C@@H]1[C@H](C(N1C(CC1=CC=C(C=C1)OC)CC1=CC=C(C=C1)OC)=O)[C@@H](C)O ((3S,4S)-4-carboxy-3-(1-(R)-hydroxyethyl)-1-di(p-anisyl)methyl-2-azetidinone), S(O)(O)(=O)=O (sulfuric acid), CO (methanol), [OH-].[Na+] (sodium hydroxide), resultant mixture. Reaction conditions: temperature 40 celsius. Yields the product COC(=O)[C@@H]1[C@H](C(N1C(CC1=CC=C(C=C1)OC)CC1=CC=C(C=C1)OC)=O)[C@@H](C)O ((3S,4S)-4-methoxycarbonyl-3-(1-(R)-hydroxyethyl)-1-di(p-anisyl)methyl-2-azetidinone). Reaction SMILES: [C:1]([C@H:4]1[N:7]([CH:8]([CH2:18][C:19]2[CH:24]=[CH:23][C:22]([O:25][CH3:26])=[CH:21][CH:20]=2)[CH2:9][C:10]2[CH:15]=[CH:14][C:13]([O:16][CH3:17])=[CH:12][CH:11]=2)[C:6](=[O:27])[C@@H:5]1[C@H:28]([OH:30])[CH3:29])([OH:3])=[O:2].S(=O)(=O)(O)O.[OH-].[Na+].[CH3:38]O>>[CH3:38][O:2][C:1]([C@H:4]1[N:7]([CH:8]([CH2:18][C:19]2[CH:20]=[CH:21][C:22]([O:25][CH3:26])=[CH:23][CH:24]=2)[CH2:9][C:10]2[CH:11]=[CH:12][C:13]([O:16][CH3:17])=[CH:14][CH:15]=2)[C:6](=[O:27])[C@@H:5]1[C@H:28]([OH:30])[CH3:29])=[O:3] |f:2.3|. Procedure details: To a solution of (3S,4S)-4-carboxy-3-(1-(R)-hydroxyethyl)-1-di(p-anisyl)methyl-2-azetidinone (34 g) in methanol (310 ml), there was added 98% sulfuric acid (2.9 g). The resultant mixture was heated at 65° C. for 3 hours, cooled down to 40° C., neutralized with 8% aqueous sodium hydroxide solution (15 ml) and concentrated to make a one third volume. The concentrate was diluted with 1,2-di-chloroethane (105 ml) and washed with water. The aqueous layer was separated from the organic layer and extra... Reactants: Br, CN(C)c1ccc(-c2cc(=O)c(C(=O)O)cn2-c2ccc3c(c2)OCO3)cc1, [Na+], [OH-], O. Yields the product CN(C)c1ccc(-c2cc(=O)c(C(=O)O)cn2-c2ccc(O)c(O)c2)cc1. RXN SMILES: [BrH:1].[CH2:2]1[O:3][c:4]2[cH:5][c:6](-[n:11]3[cH:12][c:13]([C:14](=[O:15])[OH:16])[c:17](=[O:29])[cH:18][c:19]3-[c:20]3[cH:21][cH:22][c:23]([N:26]([CH3:27])[CH3:28])[cH:24][cH:25]3)[cH:7][cH:8][c:9]2[O:10]1.[Na+:31].[OH-:30].[OH2:32]>>[OH:3][c:4]1[cH:5][c:6](-[n:11]2[cH:12][c:13]([C:14](=[O:15])[OH:16])[c:17](=[O:29])[cH:18][c:19]2-[c:20]2[cH:21][cH:22][c:23]([N:26]([CH3:27])[CH3:28])[cH:24][cH:25]2)[cH:7][cH:8][c:9]1[OH:10]. The product is CC1=C(C(=CC(=C1)SC(CCC(F)(F)F)C1=CC=C(C(=O)NCCC(=O)O)C=C1)C)C1=CC=C(C=C1)C(F)(F)F (Racemic 3-{4-[1-(2,6-dimethyl-4′-trifluoromethyl-biphenyl-4-ylsulfanyl)-4,4,4-trifluoro-butyl]-benzoylamino}-propionic acid). As a reaction SMILES: C[O:2][C:3](=[O:32])[CH2:4][CH2:5][NH:6][C:7](=[O:31])[C:8]1[CH:13]=[CH:12][C:11]([CH:14]([S:21][C:22]2[CH:27]=[C:26]([CH3:28])[C:25](Br)=[C:24]([CH3:30])[CH:23]=2)[CH2:15][CH2:16][C:17]([F:20])([F:19])[F:18])=[CH:10][CH:9]=1.[F:33][C:34]([F:45])([F:44])[C:35]1[CH:40]=[CH:39][C:38](B(O)O)=[CH:37][CH:36]=1>>[CH3:28][C:26]1[CH:27]=[C:22]([S:21][CH:14]([C:11]2[CH:12]=[CH:13][C:8]([C:7]([NH:6][CH2:5][CH2:4][C:3]([OH:2])=[O:32])=[O:31])=[CH:9][CH:10]=2)[CH2:15][CH2:16][C:17]([F:18])([F:19])[F:20])[CH:23]=[C:24]([CH3:30])[C:25]=1[C:38]1[CH:39]=[CH:40][C:35]([C:34]([F:45])([F:44])[F:33])=[CH:36][CH:37]=1. Reported procedure: The title compound is prepared in a manner substantially similar to Example 358 starting from 3-{4-[1-(4-bromo-3,5-dimethyl-phenylsulfanyl)-4,4,4-trifluoro-butyl]-benzoylamino}-propionic acid methyl ester and 4-trifluoromethyl phenyl boronic acid. MS: 582.3 [M−H]−. Starting materials: COC(CCNC(C1=CC=C(C=C1)C(CCC(F)(F)F)SC1=CC(=C(C(=C1)C)Br)C)=O)=O (3-{4-[1-(4-bromo-3,5-dimethyl-phenylsulfanyl)-4,4,4-trifluoro-butyl]-benzoylamino}-propionic acid methyl ester), FC(C1=CC=C(C=C1)B(O)O)(F)F (4-trifluoromethyl phenyl boronic acid). RXN SMILES: [CH2:19]([c:20]1[cH:21][cH:22][cH:23][cH:24][cH:25]1)[c:26]1[c:27]([CH2:31][NH:32][CH2:33][CH2:34][NH2:35])[n:28][cH:29][o:30]1.[CH2:5]([c:6]1[o:7][c:8]([CH3:9])[n:10][c:11]1[Cl:12])[c:13]1[cH:14][cH:15][cH:16][cH:17][cH:18]1.[CH3:36][N:37]=[C:38]=[S:39].[NH2:1][CH2:2][CH2:3][NH2:4]>>[CH2:19]([c:20]1[cH:21][cH:22][cH:23][cH:24][cH:25]1)[c:26]1[c:27]([CH2:31][NH:32][CH2:33][CH2:34][NH:35][C:38]([NH:37][CH3:36])=[S:39])[n:28][cH:29][o:30]1. The reactants are NCCNCc1ncoc1Cc1ccccc1, Cc1nc(Cl)c(Cc2ccccc2)o1, CN=C=S, NCCN. Product: CNC(=S)NCCNCc1ncoc1Cc1ccccc1. The reactants are C(Cl)Cl (CH2Cl2), BrC1=CC=C(C=C1)C=1N=CC(=NC1)N (5-(4-bromophenyl)pyrazin-2-amine), C(C)(C)(C)NS(=O)(=O)C1=C(C=CC=C1)B(O)O ((2-(N-(tert-butyl)sulfamoyl)phenyl)-boronic acid), C(=O)([O-])[O-].[K+].[K+] (K2CO3). The reagents and catalysts are C1=CC=C(C=C1)P([C-]2C=CC=C2)C3=CC=CC=C3.C1=CC=C(C=C1)P([C-]2C=CC=C2)C3=CC=CC=C3.Cl[Pd]Cl.[Fe+2] (Pd(dppf)Cl2). Conditions: temperature 70 celsius. Product: NC=1N=CC(=NC1)C1=CC=C(C=C1)C=1C(=CC=CC1)S(=O)(=O)NC(C)(C)C (4′-(5-Aminopyrazin-2-yl)-N-tert-butylbiphenyl-2-sulfonamide). RXN SMILES: Br[C:2]1[CH:7]=[CH:6][C:5]([C:8]2[N:9]=[CH:10][C:11]([NH2:14])=[N:12][CH:13]=2)=[CH:4][CH:3]=1.[C:15]([NH:19][S:20]([C:23]1[CH:28]=[CH:27][CH:26]=[CH:25][C:24]=1B(O)O)(=[O:22])=[O:21])([CH3:18])([CH3:17])[CH3:16].C([O-])([O-])=O.[K+].[K+].C(Cl)Cl>C1C=CC(P(C2C=CC=CC=2)[C-]2C=CC=C2)=CC=1.C1C=CC(P(C2C=CC=CC=2)[C-]2C=CC=C2)=CC=1.Cl[Pd]Cl.[Fe+2]>[NH2:14][C:11]1[N:12]=[CH:13][C:8]([C:5]2[CH:6]=[CH:7][C:2]([C:24]3[C:23]([S:20]([NH:19][C:15]([CH3:18])([CH3:17])[CH3:16])(=[O:21])=[O:22])=[CH:28][CH:27]=[CH:26][CH:25]=3)=[CH:3][CH:4]=2)=[N:9][CH:10]=1 |f:2.3.4,6.7.8.9|. Procedure details: To a 5 mL sealable vial equipped with a stir bar were added 5-(4-bromophenyl)pyrazin-2-amine (40 mg, 0.16 mmol), (2-(N-(tert-butyl)sulfamoyl)phenyl)-boronic acid (62 mg, 0.24 mmol), K2CO3 (66 mg, 0.48 mmol) and Pd(dppf)Cl2.CH2Cl2 (12 mg, 0.016 mmol). The vial was then sealed, evacuated, backfilled with argon and charged with argon sparged DMSO (0.64 mL). The vial was heated at 70° Celsius for 15 hours. The reaction mixture was cooled to rt diluted with ethyl acetate (2 mL) and water (2 mL), the ... Reactants: COC(=O)C1CC(O)C(=O)C2C1(C)CCC1C(=O)OC(c3ccoc3)CC12C, C[Si](C)(C)Cl, ClCCl. The product is COC(=O)C1CC(O[Si](C)(C)C)C(=O)C2C1(C)CCC1C(=O)OC(c3ccoc3)CC12C. Reaction SMILES: [CH3:1][O:2][C:3](=[O:4])[CH:5]1[C:6]2([CH3:28])[CH2:7][CH2:8][CH:9]3[C:10](=[O:27])[O:11][CH:12]([c:22]4[cH:23][o:24][cH:25][cH:26]4)[CH2:13][C:14]3([CH3:21])[CH:15]2[C:16](=[O:20])[CH:17]([OH:19])[CH2:18]1.[Cl:29][Si:30]([CH3:31])([CH3:32])[CH3:33].[Cl:34][CH2:35][Cl:36]>>[CH3:1][O:2][C:3](=[O:4])[CH:5]1[C:6]2([CH3:28])[CH2:7][CH2:8][CH:9]3[C:10](=[O:27])[O:11][CH:12]([c:22]4[cH:23][o:24][cH:25][cH:26]4)[CH2:13][C:14]3([CH3:21])[CH:15]2[C:16](=[O:20])[CH:17]([O:19][Si:30]([CH3:31])([CH3:32])[CH3:33])[CH2:18]1. Starting materials: CC(C)(C)OC(=O)N1CCN(c2ccc3c(c2)C(=O)N(Cc2ccccc2)CC3)CC1, O=C(NCC(F)(F)F)C1(CCCCBr)c2ccccc2Oc2ccccc21. Product: O=C1c2cc(N3CCN(CCCCC4(C(=O)NCC(F)(F)F)c5ccccc5Oc5ccccc54)CC3)ccc2CCN1Cc1ccccc1. RXN SMILES: [CH2:1]([c:2]1[cH:3][cH:4][cH:5][cH:6][cH:7]1)[N:8]1[C:9](=[O:31])[c:10]2[cH:11][c:12]([N:18]3[CH2:19][CH2:20][N:21]([C:24]([O:25][C:26]([CH3:27])([CH3:28])[CH3:29])=[O:30])[CH2:22][CH2:23]3)[cH:13][cH:14][c:15]2[CH2:16][CH2:17]1.[F:32][C:33]([CH2:34][NH:35][C:36](=[O:37])[C:38]1([CH2:52][CH2:53][CH2:54][CH2:55][Br:56])[c:39]2[cH:40][cH:41][cH:42][cH:43][c:44]2[O:45][c:46]2[cH:47][cH:48][cH:49][cH:50][c:51]21)([F:57])[F:58]>>[CH2:1]([c:2]1[cH:3][cH:4][cH:5][cH:6][cH:7]1)[N:8]1[C:9](=[O:31])[c:10]2[cH:11][c:12]([N:18]3[CH2:19][CH2:20][N:21]([CH2:55][CH2:54][CH2:53][CH2:52][C:38]4([C:36]([NH:35][CH2:34][C:33]([F:32])([F:57])[F:58])=[O:37])[c:39]5[cH:40][cH:41][cH:42][cH:43][c:44]5[O:45][c:46]5[cH:47][cH:48][cH:49][cH:50][c:51]54)[CH2:22][CH2:23]3)[cH:13][cH:14][c:15]2[CH2:16][CH2:17]1. Reactants: C(C1=CC=CC=C1)OC1=CC=C(OC[C@H](CN[C@@H](CC2=CC=C(C=C2)NC(=O)NC2=CC=CC=C2)CO)O)C=C1 (N-[4-[(2S)-2-[[(2S)-3-[4-(Benzyloxy)phenoxy]-2-hydroxypropyl]amino]-3-hydroxypropyl]phenyl]-N′-phenylurea). The reagents and catalysts are [Pd] (palladium on activated carbon). Solvent: CO (methanol), O1CCOCC1 (1,4-dioxane). Reaction conditions: time 4 hour. Product: OC[C@H](CC1=CC=C(C=C1)NC(=O)NC1=CC=CC=C1)NC[C@@H](COC1=CC=C(C=C1)O)O (N-[4-[(2S)-3-hydroxy-2-[[(2S)-2-hydroxy-3-(4-hydroxyphenoxy)propyl]amino]propyl]phenyl]-N′-phenylurea). The yield is 97.3%. As a reaction SMILES: C([O:8][C:9]1[CH:40]=[CH:39][C:12]([O:13][CH2:14][C@@H:15]([OH:38])[CH2:16][NH:17][C@H:18]([CH2:36][OH:37])[CH2:19][C:20]2[CH:25]=[CH:24][C:23]([NH:26][C:27]([NH:29][C:30]3[CH:35]=[CH:34][CH:33]=[CH:32][CH:31]=3)=[O:28])=[CH:22][CH:21]=2)=[CH:11][CH:10]=1)C1C=CC=CC=1>CO.O1CCOCC1.[Pd]>[OH:37][CH2:36][C@@H:18]([NH:17][CH2:16][C@H:15]([OH:38])[CH2:14][O:13][C:12]1[CH:39]=[CH:40][C:9]([OH:8])=[CH:10][CH:11]=1)[CH2:19][C:20]1[CH:21]=[CH:22][C:23]([NH:26][C:27]([NH:29][C:30]2[CH:35]=[CH:34][CH:33]=[CH:32][CH:31]=2)=[O:28])=[CH:24][CH:25]=1. Procedure: N-[4-[(2S)-2-[[(2S)-3-[4-(Benzyloxy)phenoxy]-2-hydroxypropyl]amino]-3-hydroxypropyl]phenyl]-N′-phenylurea (159 mg) was dissolved in a mixed solvent of methanol (2.5 ml) and 1,4-dioxane (2.5 ml) under heating. After cooling to room temperature, 10% palladium on activated carbon (50% wet, 159 mg) was added and the mixture was hydrogenated at 1 atm for 4 hours. The catalyst was removed by filtration and washed with methanol. The filtrate was concentrated in vacuo to give N-[4-[(2S)-3-hydroxy-2-[[(2...